Dataset: the Open Reaction Database (ORD), a public repository of structured organic reaction records. Task: describe an organic reaction: reactants, conditions, products, and yield Reactants: O=C(Cl)CCCCCl, NCC=CCOc1cc(CN2CCCCC2)ccn1. Product: O=C(CCCCCl)NCC=CCOc1cc(CN2CCCCC2)ccn1. RXN SMILES: [Cl:20][CH2:21][CH2:22][CH2:23][CH2:24][C:25](=[O:26])[Cl:27].[N:1]1([CH2:7][c:8]2[cH:9][c:10]([O:14][CH2:15][CH:16]=[CH:17][CH2:18][NH2:19])[n:11][cH:12][cH:13]2)[CH2:2][CH2:3][CH2:4][CH2:5][CH2:6]1>>[N:1]1([CH2:7][c:8]2[cH:9][c:10]([O:14][CH2:15][CH:16]=[CH:17][CH2:18][NH:19][C:25]([CH2:24][CH2:23][CH2:22][CH2:21][Cl:20])=[O:26])[n:11][cH:12][cH:13]2)[CH2:2][CH2:3][CH2:4][CH2:5][CH2:6]1. Starting materials: ClCCl, F[B-](F)(F)F, [H+], C[Si](C)(C)C=[N+]=[N-], O, COC(=O)C(CO)c1cc(C(F)(F)F)cc(C(F)(F)F)c1. The product is COCC(C(=O)OC)c1cc(C(F)(F)F)cc(C(F)(F)F)c1. Reaction SMILES: [Cl:36][CH2:37][Cl:38].[F:29][B-:30]([F:31])([F:32])[F:33].[H+:34].[N+:1](=[CH:3][Si:2]([CH3:4])([CH3:5])[CH3:6])=[N-:7].[OH2:35].[OH:8][CH2:9][CH:10]([C:11](=[O:12])[O:13][CH3:14])[c:15]1[cH:16][c:17]([C:25]([F:26])([F:27])[F:28])[cH:18][c:19]([C:21]([F:22])([F:23])[F:24])[cH:20]1>>[CH3:3][O:8][CH2:9][CH:10]([C:11](=[O:12])[O:13][CH3:14])[c:15]1[cH:16][c:17]([C:25]([F:26])([F:27])[F:28])[cH:18][c:19]([C:21]([F:22])([F:23])[F:24])[cH:20]1. Reactants: CCCP(=O)=O (Propylphosphonic anhydride), C(C)(C)N(C(C)C)CC (N,N-diisopropylethylamine), C(=O)(OC(C)(C)C)NC1CCNCC1 (4-(N-Boc-amino)-piperidine), OCC1(COC1)C (3-hydroxymethyl-3-methyloxetane), oil. Reagents/catalysts: O.O.O.O.O.O.[Ni](Cl)Cl (nickel (II) chloride hexahydrate). Run in C(Cl)Cl (methylene chloride), O (water), O1CCCC1 (tetrahydrofuran). Conditions: temperature 0 celsius, time 2 hour. Product: NC1CCN(CC1)CC(=O)C1(COC1)C ((4-aminopiperidin-1-yl)(3-methyloxetan-3-yl)ethanone), NC1CCN(CC1)C(=O)C1(COC1)C ((4-aminopiperidin-1-yl)(3-methyloxetan-3-yl)methanone). As a reaction SMILES: [OH:1][CH2:2][C:3]1([CH3:7])[CH2:6][O:5][CH2:4]1.C([NH:15][CH:16]1[CH2:21][CH2:20][NH:19][CH2:18][CH2:17]1)(OC(C)(C)C)=O.[CH3:22]CCP(=O)=O.C(N(CC)C(C)C)(C)C>C(Cl)Cl.O.O1CCCC1.O.O.O.O.O.O.[Ni](Cl)Cl>[NH2:15][CH:16]1[CH2:17][CH2:18][N:19]([CH2:22][C:2]([C:3]2([CH3:7])[CH2:6][O:5][CH2:4]2)=[O:1])[CH2:20][CH2:21]1.[NH2:15][CH:16]1[CH2:21][CH2:20][N:19]([C:2]([C:3]2([CH3:7])[CH2:6][O:5][CH2:4]2)=[O:1])[CH2:18][CH2:17]1 |f:7.8.9.10.11.12.13|. Procedure details: A solution of 3-hydroxymethyl-3-methyloxetane (1.90 mL, 19.1 mmol) in methylene chloride (6 mL) was added to a solution of nickel (II) chloride hexahydrate (113 mg, 0.476 mmol) in water (2 mL). This mixture was cooled to 0° C. and bleach (127 mL) was added over a 30 min period via addition funnel. After 2 h the ice bath was removed and the reaction mixture was stirred at room temperature for an additional 2 h. 2M HCl (120 mL) was added and the solution was extracted with ether (4×200 mL). The co...